The task is: describe an organic reaction: reactants, conditions, products, and yield. This data is from the Open Reaction Database (ORD), a public repository of structured organic reaction records. Starting materials: C=CCOC(=O)CBr, [K+], [OH-], CC(O[Si](C)(C)C(C)(C)C)C1C(=O)NC1SC(c1ccccc1)(c1ccccc1)c1ccccc1, c1ccccc1. Product: C=CCOC(=O)CN1C(=O)C(C(C)O[Si](C)(C)C(C)(C)C)C1SC(c1ccccc1)(c1ccccc1)c1ccccc1. As a reaction SMILES: [Br:36][CH2:37][C:38](=[O:39])[O:40][CH2:41][CH:42]=[CH2:43].[K+:45].[OH-:44].[c:1]1([C:7]([S:8][CH:9]2[CH:10]([CH:14]([CH3:15])[O:16][Si:17]([CH3:18])([CH3:19])[C:20]([CH3:21])([CH3:22])[CH3:23])[C:11](=[O:13])[NH:12]2)([c:24]2[cH:25][cH:26][cH:27][cH:28][cH:29]2)[c:30]2[cH:31][cH:32][cH:33][cH:34][cH:35]2)[cH:2][cH:3][cH:4][cH:5][cH:6]1.[cH:46]1[cH:47][cH:48][cH:49][cH:50][cH:51]1>>[c:1]1([C:7]([S:8][CH:9]2[CH:10]([CH:14]([CH3:15])[O:16][Si:17]([CH3:18])([CH3:19])[C:20]([CH3:21])([CH3:22])[CH3:23])[C:11](=[O:13])[N:12]2[CH2:37][C:38](=[O:39])[O:40][CH2:41][CH:42]=[CH2:43])([c:24]2[cH:25][cH:26][cH:27][cH:28][cH:29]2)[c:30]2[cH:31][cH:32][cH:33][cH:34][cH:35]2)[cH:2][cH:3][cH:4][cH:5][cH:6]1. Reactants: N#Cc1nc[nH]c1C#N, CN(C)C=O, ClCc1ccc(Cl)c(Cl)c1, [H-], [Na+], O. Product: N#Cc1ncn(Cc2ccc(Cl)c(Cl)c2)c1C#N. As a reaction SMILES: [C:1](#[N:2])[c:3]1[n:4][cH:5][nH:6][c:7]1[C:8]#[N:9].[CH3:23][N:24]([CH3:25])[CH:26]=[O:27].[Cl:12][c:13]1[cH:14][c:15]([CH2:16][Cl:17])[cH:18][cH:19][c:20]1[Cl:21].[H-:10].[Na+:11].[OH2:22]>>[C:1](#[N:2])[c:3]1[n:4]([CH2:16][c:15]2[cH:14][c:13]([Cl:12])[c:20]([Cl:21])[cH:19][cH:18]2)[cH:5][n:6][c:7]1[C:8]#[N:9].